Dataset: the Open Reaction Database (ORD), a public repository of structured organic reaction records. Task: describe an organic reaction: reactants, conditions, products, and yield Reported procedure: A mixture of 0.74 g of ethyl 1-cyclopropyl-5,6,8-trifluoro-7-(2-hydroxyethylamino)-1,4-dihydro-4-oxoquinoline-3-carboxylate, 0.08 g of p-toluenesulfonic acid, 2.08 g of diethoxymethane and 20 ml of acetonitrile was stirred for 3 hours under reflux. The reaction mixture was allowed to cool down, followed by the addition of 100 ml of chloroform. The resultant mixture was washed successively with 5% aq. sodium carbonate solution and saturated saline, dried over anhydrous magnesium sulfate, and then... Reaction SMILES: [CH:1]1([N:4]2[C:13]3[C:8](=[C:9]([F:20])[C:10]([F:19])=[C:11]([NH:15][CH2:16][CH2:17][OH:18])[C:12]=3[F:14])[C:7](=[O:21])[C:6]([C:22]([O:24][CH2:25][CH3:26])=[O:23])=[CH:5]2)[CH2:3][CH2:2]1.[C:27]1(C)C=CC(S(O)(=O)=O)=CC=1.C(OCOCC)C.C(#N)C>C(Cl)(Cl)Cl>[CH:1]1([N:4]2[C:13]3[C:8](=[C:9]([F:20])[C:10]([F:19])=[C:11]([N:15]4[CH2:16][CH2:17][O:18][CH2:27]4)[C:12]=3[F:14])[C:7](=[O:21])[C:6]([C:22]([O:24][CH2:25][CH3:26])=[O:23])=[CH:5]2)[CH2:3][CH2:2]1. Reaction conditions: time 3 hour. The solvent is C(Cl)(Cl)Cl (chloroform). Reactants: C1(CC1)N1C=C(C(C2=C(C(=C(C(=C12)F)NCCO)F)F)=O)C(=O)OCC (ethyl 1-cyclopropyl-5,6,8-trifluoro-7-(2-hydroxyethylamino)-1,4-dihydro-4-oxoquinoline-3-carboxylate), C1(=CC=C(C=C1)S(=O)(=O)O)C (p-toluenesulfonic acid), C(C)OCOCC (diethoxymethane), C(C)#N (acetonitrile). The product is C1(CC1)N1C=C(C(C2=C(C(=C(C(=C12)F)N1COCC1)F)F)=O)C(=O)OCC (Ethyl 1-cyclopropyl-5,6,8-trifluoro-7-(3-oxazolidinyl)-1,4-dihydro-4-oxoquinoline-3-carboxylate). The reactants are C(#N)N=C(CC)N[C@H]1[C@@H](C(OC2=C1C=C(C=C2)C#N)(C)C)O (trans-4-[N-[1-(cyanoimino)propyl]amino]-3,4-dihydro-2,2-dimethyl-3-hydroxy-2H-1-benzopyran-6-carbonitrile), S(=O)(=O)(C)Cl (mesyl chloride). Solvent: N1=CC=CC=C1 (pyridine). Run at time 8 hour. The product is C(#N)N=C(CC)N[C@H]1[C@@H](C(OC2=C1C=C(C=C2)C#N)(C)C)OS(=O)(=O)C (trans-4-[N-[1-(cyanoimino)propyl]amino]-3,4-dihydro-2,2-dimethyl-3-mesyloxy-2H-1-benzopyran-6-carbonitrile). Yield: 79.8%. RXN SMILES: [C:1]([N:3]=[C:4]([NH:7][C@@H:8]1[C:13]2[CH:14]=[C:15]([C:18]#[N:19])[CH:16]=[CH:17][C:12]=2[O:11][C:10]([CH3:21])([CH3:20])[C@H:9]1[OH:22])[CH2:5][CH3:6])#[N:2].[S:23](Cl)([CH3:26])(=[O:25])=[O:24]>N1C=CC=CC=1>[C:1]([N:3]=[C:4]([NH:7][C@@H:8]1[C:13]2[CH:14]=[C:15]([C:18]#[N:19])[CH:16]=[CH:17][C:12]=2[O:11][C:10]([CH3:21])([CH3:20])[C@H:9]1[O:22][S:23]([CH3:26])(=[O:25])=[O:24])[CH2:5][CH3:6])#[N:2]. Procedure details: To a solution of trans-4-[N-[1-(cyanoimino)propyl]amino]-3,4-dihydro-2,2-dimethyl-3-hydroxy-2H-1-benzopyran-6-carbonitrile (1.49 g) in dry pyridine (7.5 ml) was added dropwise mesyl chloride (0.77 g) under ice-water cooling. The resulting mixture was stirred overnight at room temperature and concentrated under reduced pressure. The residue was dissolved in a mixture of ethyl acetate and washed with 5% hydrochloric acid (twice), aqueous sodium bicarbonate and brine, successively. The organic laye... The reactants are NC1=CC(=NN1C1=C(C=C(C=C1Cl)C(F)(F)F)Cl)C#N (5-amino-1-(2,6-dichloro-4-trifluoromethylphenyl)pyrazole-3-carbonitrile), N1=C(C=NC=C1)C(=O)OC (methyl pyrazinecarboxylate), mixture, Cl (hydrochloric acid), CO[Na].CO (CH3ONa CH3OH). The solvent is C(C)#N (acetonitrile), O (water). Conditions: time 2 hour. Yields the product C(#N)C1=NN(C(=C1)NC(=O)C1=NC=CN=C1)C1=C(C=C(C=C1Cl)C(F)(F)F)Cl (N-[3-cyano-1-(2,6-dichloro-4-trifluoromethylphenyl)pyrazole-5-yl]pyrazine-2-carboxamide). Isolated yield 73.2%. Reaction SMILES: [NH2:1][C:2]1[N:6]([C:7]2[C:12]([Cl:13])=[CH:11][C:10]([C:14]([F:17])([F:16])[F:15])=[CH:9][C:8]=2[Cl:18])[N:5]=[C:4]([C:19]#[N:20])[CH:3]=1.[N:21]1[CH:26]=[CH:25][N:24]=[CH:23][C:22]=1[C:27](OC)=[O:28].CO[Na].CO.Cl>O.C(#N)C>[C:19]([C:4]1[CH:3]=[C:2]([NH:1][C:27]([C:22]2[CH:23]=[N:24][CH:25]=[CH:26][N:21]=2)=[O:28])[N:6]([C:7]2[C:8]([Cl:18])=[CH:9][C:10]([C:14]([F:16])([F:15])[F:17])=[CH:11][C:12]=2[Cl:13])[N:5]=1)#[N:20] |f:2.3|. Reported procedure: Into a mixture of 0.5 g (1.6 mmol) of 5-amino-1-(2,6-dichloro-4-trifluoromethylphenyl)pyrazole-3-carbonitrile, 0.24 g (1.7 mmol) of methyl pyrazinecarboxylate, and 0.5 ml of acetonitrile was gradually added 0.3 g (1.6 mmol) of 28% CH3ONa/CH3OH at room temperature. After 2 hours of stirring at room temperature, 5 ml of water and then concentrated hydrochloric acid were added thereto to make the mixture pH 2, whereby crystals were precipitated. Thereto was added 10 ml of ethyl acetate, followed by... Starting materials: C(O)C(CC)(CO)CO (trimethylolpropane), C(CCC)[Sn](CCCC)=O (dibutyltin oxide), C(CC(=O)OCC)(=O)OCC (diethyl malonate), P(OC1=CC=CC=C1)(OC1=CC=CC=C1)OC1=CC=CC=C1 (triphenyl phosphite). Procedure: A 1000 ml. four-necked flask fitted with thermometer, nitrogen sparge tube and a 6" steam jacketed Vigreux with a Barrett trap on top was charged with 134.2 g. trimethylolpropane (1.0 mol), 800.0 g. diethyl malonate (5.0 mols), 1.0 g. triphenyl phosphite and 1.0 g. dibutyltin oxide. Steam was turned on in the condenser and heating was begun with a nitrogen sparge. The mixture cleared but became cloudy again at approximately 130° C. When the pot temperature reached 160° C. ethanol began distillin... The product is C(C)C(C(=O)O)C(=O)O.C(C)C(C(=O)O)C(=O)O.C(C)C(C(=O)O)C(=O)O.C(O)C(CC)(CO)CO (Trimethylolpropane Tris(ethylmalonate)). Reaction SMILES: [CH2:1]([C:3]([CH2:8][OH:9])([CH2:6][OH:7])[CH2:4][CH3:5])[OH:2].[C:10]([O:18]CC)(=[O:17])[CH2:11][C:12]([O:14]CC)=[O:13].P(OC1C=CC=CC=1)(OC1C=CC=CC=1)O[C:23]1C=CC=C[CH:24]=1.[CH2:43]([Sn](=O)CCCC)[CH2:44]CC>>[CH2:1]([CH:11]([C:12]([OH:14])=[O:13])[C:10]([OH:18])=[O:17])[CH3:3].[CH2:23]([CH:11]([C:12]([OH:14])=[O:13])[C:10]([OH:18])=[O:17])[CH3:24].[CH2:43]([CH:11]([C:12]([OH:14])=[O:13])[C:10]([OH:18])=[O:17])[CH3:44].[CH2:1]([C:3]([CH2:8][OH:9])([CH2:6][OH:7])[CH2:4][CH3:5])[OH:2] |f:4.5.6.7|. The reactants are COC1=CC=C(N=N1)C(=O)C=1C=NC=CC1 ((6-Methoxypyridazin-3-yl)pyrdin-3-ylmethanone), [H][H] (hydrogen). Reagents/catalysts: O.[Pt](=O)=O (platinum(IV) oxide hydrate). Solvent: C(C)O (ethanol). The product is COC1=CC=C(N=N1)C(O)C1CNCCC1 ((6-methoxypyridazin-3-yl)piperidin-3-ylmethanol). Isolated yield 92.5%. As a reaction SMILES: [CH3:1][O:2][C:3]1[N:8]=[N:7][C:6]([C:9]([C:11]2[CH:12]=[N:13][CH:14]=[CH:15][CH:16]=2)=[O:10])=[CH:5][CH:4]=1.[H][H]>C(O)C.O.[Pt](=O)=O>[CH3:1][O:2][C:3]1[N:8]=[N:7][C:6]([CH:9]([CH:11]2[CH2:16][CH2:15][CH2:14][NH:13][CH2:12]2)[OH:10])=[CH:5][CH:4]=1 |f:3.4|. Reported procedure: (6-Methoxypyridazin-3-yl)pyrdin-3-ylmethanone (1.31 g, 6.1 mmol) were dissolved in ethanol (100 ml), platinum(IV) oxide hydrate (80% of Pt, 0.5 g, 2.2 mmol) was added, and the mixture was stirred with supply of hydrogen. Conventional work-up gave 1.26 g (93% yield) of (6-methoxypyridazin-3-yl)piperidin-3-ylmethanol as crude product, which was employed directly in the next step; Starting materials: CNC=1C(=CC(=CC1)C(F)(F)F)N (N1-methyl-4-trifluoromethylbenzene-1,2-diamine), CC1=C(C(=O)O)C=CN=C1 (3-methylisonicotinic acid), CCN=C=NCCCN(C)C (WSC), N1=CC=CC=C1 (pyridine). Run in O (water). Run at temperature 120 celsius, time 5 hour. Yields the product CN1C(=NC2=C1C=CC(=C2)C(F)(F)F)C2=C(C=NC=C2)C (1-methyl-2-(3-methylpyridin-4-yl)-5-trifluoromethyl-1H-benzimidazole). Yield: 82.5%. Reaction SMILES: [CH3:1][NH:2][C:3]1[C:4]([NH2:13])=[CH:5][C:6]([C:9]([F:12])([F:11])[F:10])=[CH:7][CH:8]=1.[CH3:14][C:15]1[CH:23]=[N:22][CH:21]=[CH:20][C:16]=1[C:17](O)=O.CCN=C=NCCCN(C)C.N1C=CC=CC=1>O>[CH3:1][N:2]1[C:3]2[CH:8]=[CH:7][C:6]([C:9]([F:11])([F:10])[F:12])=[CH:5][C:4]=2[N:13]=[C:17]1[C:16]1[CH:20]=[CH:21][N:22]=[CH:23][C:15]=1[CH3:14]. Procedure details: A mixture of 0.38 g of N1-methyl-4-trifluoromethylbenzene-1,2-diamine, 0.33 g of 3-methylisonicotinic acid, 0.46 g of WSC and 10 ml of pyridine was stirred for 5 hours while heating at 120° C. After cooling down to room temperature, water was poured, and the mixture was extracted three times with ethyl acetate. The combined organic layers were dried over magnesium sulfate, then, concentrated under reduced pressure. To the residue were added a mixture of 0.57 g of p-toluenesulfonic acid monohydra... Product: CN1C2CCC1CC(OC(=O)Oc1ccccc1)C2, Cl. Starting materials: CN1C2CCC1CC(O)C2, O=C(Cl)Oc1ccccc1, O, c1ccccc1. RXN SMILES: [CH:1]12[CH2:2][CH:3]([OH:10])[CH2:4][CH:5]([CH2:6][CH2:7]1)[N:8]2[CH3:9].[Cl:11][C:12](=[O:13])[O:14][c:15]1[cH:16][cH:17][cH:18][cH:19][cH:20]1.[OH2:21].[cH:22]1[cH:23][cH:24][cH:25][cH:26][cH:27]1>>[CH:1]12[CH2:2][CH:3]([O:10][C:12](=[O:13])[O:14][c:15]3[cH:16][cH:17][cH:18][cH:19][cH:20]3)[CH2:4][CH:5]([CH2:6][CH2:7]1)[N:8]2[CH3:9].[ClH:11]. The reactants are Cl (hydrochloric acid), CC(C1=CC=CC=C1)(C)NC([C@H](CCCCNC(=O)OCC1=CC=CC=C1)NC(C1=CC=CC=C1)=O)=O ((2S)-N-(α,α-dimethylbenzyl)-2-benzoylamino-6-(benzyloxycarbonylamino)hexanamide), [H][H] (hydrogen). The reagents and catalysts are [Pd] (palladium-on-carbon). Run in C(C)O (ethanol). Yields the product CC(C1=CC=CC=C1)(C)NC([C@H](CCCCN)NC(C1=CC=CC=C1)=O)=O ((2S)-N-(α,α-Dimethylbenzyl)-6-amino-2-benzoylaminohexanamide). Isolated yield 106.5%. RXN SMILES: [CH3:1][C:2]([NH:10][C:11](=[O:37])[C@@H:12]([NH:28][C:29](=[O:36])[C:30]1[CH:35]=[CH:34][CH:33]=[CH:32][CH:31]=1)[CH2:13][CH2:14][CH2:15][CH2:16][NH:17]C(OCC1C=CC=CC=1)=O)([CH3:9])[C:3]1[CH:8]=[CH:7][CH:6]=[CH:5][CH:4]=1.Cl.[H][H]>C(O)C.[Pd]>[CH3:9][C:2]([NH:10][C:11](=[O:37])[C@@H:12]([NH:28][C:29](=[O:36])[C:30]1[CH:35]=[CH:34][CH:33]=[CH:32][CH:31]=1)[CH2:13][CH2:14][CH2:15][CH2:16][NH2:17])([CH3:1])[C:3]1[CH:4]=[CH:5][CH:6]=[CH:7][CH:8]=1. Procedure: 1.73 g of (2S)-N-(α,α-dimethylbenzyl)-2-benzoylamino-6-(benzyloxycarbonylamino)hexanamide (prepared as described in Example 8) dissolved in 80 ml of ethanol and 4 ml of 1N hydrochloric acid was catalytically reduced by hydrogen gas in the presence of 0.33 g of 10% w/w palladium-on-carbon at room temperature. After filtering off the catalyst, the filtrate was concentrated by evaporation under reduced pressure to afford 1.35 g of the title compound as an amorphous substance melting at 94°-101° C. ...